Dataset: the Open Reaction Database (ORD), a public repository of structured organic reaction records. Task: describe an organic reaction: reactants, conditions, products, and yield The reactants are C(C(C)C)C(C(=O)O)(CC(C)C)C (2-isobutyl-2,4-dimethylpentanoic acid), S(=O)(Cl)Cl (thionyl chloride), C(C)N (ethylamine), solution, C(C)C#N (ethyl cyanide), C(C(C)C)Br (isobutyl bromide), acid chloride. Run in O (water), CCOCC (ether), CCOCC (ether). Reaction conditions: time 2 hour. Yields the product C(C(C)C)C(C(=O)Cl)(CC(C)C)C (2-isobutyl-2,4-dimethylpentanoyl chloride), C(C)NC(C(CC(C)C)(C)CC(C)C)=O (N-ethyl-2-isobutyl-2,4-dimethylpentanamide). Reaction SMILES: [CH2:1]([C:5]([CH3:13])([CH2:9][CH:10]([CH3:12])[CH3:11])[C:6]([OH:8])=[O:7])[CH:2]([CH3:4])[CH3:3].[CH2:14]([C:16]#[N:17])C.C(Br)C(C)C.S(Cl)([Cl:25])=O.C(N)C>CCOCC.O>[CH2:1]([C:5]([CH3:13])([CH2:9][CH:10]([CH3:12])[CH3:11])[C:6]([Cl:25])=[O:7])[CH:2]([CH3:4])[CH3:3].[CH2:16]([NH:17][C:6](=[O:8])[C:5]([CH2:1][CH:2]([CH3:3])[CH3:4])([CH3:13])[CH2:9][CH:10]([CH3:12])[CH3:11])[CH3:14]. Procedure: 2-isobutyl-2,4-dimethylpentanoyl chloride (bp. 97°-100°/16 mm) was prepared in the usual way from 2-isobutyl-2,4-dimethylpentanoic acid (prepared by the alkylation of ethyl cyanide with 2 equivalents of isobutyl bromide, followed by hydrolysis) and thionyl chloride. A solution of the acid chloride (1.5g) in ether (20 ml) was added with stirring to a solution of ethylamine (5ml of a 70% solution in water) in ether (100 ml). After stirring for 2 hours the ethereal layer was washed with dilute hydr... Starting materials: diazonium salt, ice, [C-]#N.[K+] (potassium cyanide), cuprous cyanide, NC1=CC=C(C=C1)C=1C(NC(NN1)=O)C (6-(4-aminophenyl)-5-methyl-4,5-dihydro-1,2,4-triazin-3(2H)-one), C([O-])([O-])=O.[Na+].[Na+] (sodium carbonate). The solvent is O (water). Product: C(#N)C1=CC=C(C=C1)C=1C(NC(NN1)=O)C (6-(4-cyanophenyl)-5-methyl-4,5-dihydro-1,2,4-triazin-3(2H)-one). Isolated yield 45.8%. RXN SMILES: N[C:2]1[CH:7]=[CH:6][C:5]([C:8]2[CH:9]([CH3:15])[NH:10][C:11](=[O:14])[NH:12][N:13]=2)=[CH:4][CH:3]=1.C(=O)([O-])[O-].[Na+].[Na+].[C-:22]#[N:23].[K+]>O>[C:22]([C:2]1[CH:7]=[CH:6][C:5]([C:8]2[CH:9]([CH3:15])[NH:10][C:11](=[O:14])[NH:12][N:13]=2)=[CH:4][CH:3]=1)#[N:23] |f:1.2.3,4.5|. Procedure: In the same manner as Example 18-(1), there was produced a solution containing the diazonium salt derived from 6-(4-aminophenyl)-5-methyl-4,5-dihydro-1,2,4-triazin-3(2H)-one (3.06 g). The solution was neutralized carefully with saturated aqueous sodium carbonate followed by addition of an ice-cooled solution of potassium cyanide (1.88 g) and cuprous cyanide (1.17 g) in water (12 ml). The mixture was stirred for an hour and the crystals which formed were recovered by filtration, washed with water...